Dataset: the Open Reaction Database (ORD), a public repository of structured organic reaction records. Task: describe an organic reaction: reactants, conditions, products, and yield Reactants: C1CCOC1, CCCCCc1cc(C2OC=CCO2)ccc1C(=O)OC, Cl. Product: CCCCCc1cc(C=O)ccc1C(=O)OC. RXN SMILES: [CH2:23]1[O:24][CH2:25][CH2:26][CH2:27]1.[CH3:1][O:2][C:3]([c:4]1[c:5]([CH2:16][CH2:17][CH2:18][CH2:19][CH3:20])[cH:6][c:7]([CH:10]2[O:11][CH:15]=[CH:14][CH2:13][O:12]2)[cH:8][cH:9]1)=[O:21].[ClH:22]>>[CH3:1][O:2][C:3]([c:4]1[c:5]([CH2:16][CH2:17][CH2:18][CH2:19][CH3:20])[cH:6][c:7]([CH:10]=[O:11])[cH:8][cH:9]1)=[O:21]. The reactants are CC(C)(C)[O-], CC(C)NC(C)C, Clc1ccccc1Br, Cl, [Na+], CC(=O)[O-], CC(=O)[O-], [Pd+2], NN(c1ccccc1)c1ccccc1, c1ccc(P(c2ccccc2)c2ccc3ccccc3c2-c2c(P(c3ccccc3)c3ccccc3)ccc3ccccc23)cc1. Yields the product Clc1ccccc1NN(c1ccccc1)c1ccccc1. Reaction SMILES: [CH3:70][C:71]([CH3:72])([O-:73])[CH3:74].[CH:76]([NH:77][CH:78]([CH3:79])[CH3:80])([CH3:81])[CH3:82].[Cl:16][c:17]1[c:18]([Br:23])[cH:19][cH:20][cH:21][cH:22]1.[ClH:1].[Na+:75].[O-:84][C:85]([CH3:86])=[O:87].[O-:88][C:89]([CH3:90])=[O:91].[Pd+2:83].[c:2]1([N:8]([NH2:9])[c:10]2[cH:11][cH:12][cH:13][cH:14][cH:15]2)[cH:3][cH:4][cH:5][cH:6][cH:7]1.[cH:24]1[cH:25][cH:26][c:27]([P:28]([c:29]2[cH:30][cH:31][c:32]3[c:33]([cH:34][cH:35][cH:36][cH:37]3)[c:38]2-[c:39]2[c:40]3[c:41]([cH:42][cH:43][cH:44][cH:45]3)[cH:46][cH:47][c:48]2[P:49]([c:50]2[cH:51][cH:52][cH:53][cH:54][cH:55]2)[c:56]2[cH:57][cH:58][cH:59][cH:60][cH:61]2)[c:62]2[cH:63][cH:64][cH:65][cH:66][cH:67]2)[cH:68][cH:69]1>>[c:2]1([N:8]([NH:9][c:18]2[c:17]([Cl:16])[cH:22][cH:21][cH:20][cH:19]2)[c:10]2[cH:11][cH:12][cH:13][cH:14][cH:15]2)[cH:3][cH:4][cH:5][cH:6][cH:7]1.